From a dataset of the Open Reaction Database (ORD), a public repository of structured organic reaction records. describe an organic reaction: reactants, conditions, products, and yield The reactants are C(C)OC(CN(C)C([C@H](CN(S(=O)(=O)C1=C(C=CC=C1)[N+](=O)[O-])C)NC([C@H](CCCN\C(=N/S(=O)(=O)C=1C(=C(C2=C(CC(O2)(C)C)C1C)C)C)\N)NC(=O)OC(C)(C)C)=O)=O)=O (({(S)-2-[(S)-5-({Amino-[(Z)-2,2,4,6,7-pentamethyl-2,3-dihydro-benzofuran-5-sulfonylimino]-methyl}-amino)-2-tert-butoxycarbonylamino-pentanoylamino]-3-[methyl-(2-nitro-benzenesulfonyl)-amino]-propionyl}-methyl-amino)-acetic acid ethyl ester), Cl (HCl). Solvent: C(Cl)Cl (DCM), O1CCOCC1 (dioxane). Conditions: time 1 hour. The product is C(C)OC(CN(C)C([C@H](CN(S(=O)(=O)C1=C(C=CC=C1)[N+](=O)[O-])C)NC([C@H](CCCN\C(=N/S(=O)(=O)C=1C(=C(C2=C(CC(O2)(C)C)C1C)C)C)\N)N)=O)=O)=O (({(S)-2-[(S)-2-Amino-5-({amino-[(Z)-2,2,4,6,7-pentamethyl-2,3-dihydro-benzofuran-5-sulfonylimino]-methyl}-amino)-pentanoylamino]-3-[methyl-(2-nitro-benzenesulfonyl)-amino]-propionyl}-methyl-amino)-acetic acid ethyl ester). The yield is 95.3%. Reaction SMILES: [CH2:1]([O:3][C:4](=[O:62])[CH2:5][N:6]([C:8](=[O:61])[C@@H:9]([NH:25][C:26](=[O:60])[C@@H:27]([NH:52]C(OC(C)(C)C)=O)[CH2:28][CH2:29][CH2:30][NH:31]/[C:32](/[NH2:51])=[N:33]\[S:34]([C:37]1[C:38]([CH3:50])=[C:39]([CH3:49])[C:40]2[O:44][C:43]([CH3:46])([CH3:45])[CH2:42][C:41]=2[C:47]=1[CH3:48])(=[O:36])=[O:35])[CH2:10][N:11]([CH3:24])[S:12]([C:15]1[CH:20]=[CH:19][CH:18]=[CH:17][C:16]=1[N+:21]([O-:23])=[O:22])(=[O:14])=[O:13])[CH3:7])[CH3:2].Cl>C(Cl)Cl.O1CCOCC1>[CH2:1]([O:3][C:4](=[O:62])[CH2:5][N:6]([C:8](=[O:61])[C@@H:9]([NH:25][C:26](=[O:60])[C@@H:27]([NH2:52])[CH2:28][CH2:29][CH2:30][NH:31]/[C:32](/[NH2:51])=[N:33]\[S:34]([C:37]1[C:38]([CH3:50])=[C:39]([CH3:49])[C:40]2[O:44][C:43]([CH3:45])([CH3:46])[CH2:42][C:41]=2[C:47]=1[CH3:48])(=[O:35])=[O:36])[CH2:10][N:11]([CH3:24])[S:12]([C:15]1[CH:20]=[CH:19][CH:18]=[CH:17][C:16]=1[N+:21]([O-:23])=[O:22])(=[O:14])=[O:13])[CH3:7])[CH3:2]. Reported procedure: Compound E (7.4 g, 8.2 mmol) in DCM (24 mL) was treated with 4 M HCl in dioxane (24 mL) at ambient temperature. The reaction mixture was stirred at ambient temperature for 1 h. DCM and most of the dioxane were removed in vacuo to a total volume of ˜15 mL, and Et2O (300 mL) was added. Precipitated product was filtered off, washed with Et2O (150 mL) and hexane and finally dried in vacuo to afford compound F (6.34 g, 100% yield) as a cream solid. LC-MS [M+H] 811.4 (C34H50N8O11S2+H, calc: 811.94). P... Reactants: C(=O)(C(F)(F)F)O (TFA), O=C1C(N=C(C2=C(N1)C=CC=C2)C2=CC=CC=C2)NC(OCC2=CC=CC=C2)=O (benzyl 2-oxo-5-phenyl-2,3-dihydro-1H-benzo[e][1,4]diazepin-3-ylcarbamate), ClC=1C=CC(=NC1)I (5-chloro-2-iodopyridine), Intermediate B. Run in O.CO (H2O CH3OH). Yields the product N[C@H]1N=C(C2=C(N(C1=O)C1=NC=C(C=C1)Cl)C=CC=C2)C2=CC=CC=C2 ((S)-3-Amino-5-phenyl-1-(5-chloropyridin-2-yl)-1H-benzo[e][1,4]diazepin-2(3H)-one). Reaction SMILES: [O:1]=[C:2]1[NH:8][C:7]2[CH:9]=[CH:10][CH:11]=[CH:12][C:6]=2[C:5]([C:13]2[CH:18]=[CH:17][CH:16]=[CH:15][CH:14]=2)=[N:4][CH:3]1[NH:19]C(=O)OCC1C=CC=CC=1.[Cl:30][C:31]1[CH:32]=[CH:33][C:34](I)=[N:35][CH:36]=1.C(O)(C(F)(F)F)=O>O.CO>[NH2:19][C@@H:3]1[C:2](=[O:1])[N:8]([C:34]2[CH:33]=[CH:32][C:31]([Cl:30])=[CH:36][N:35]=2)[C:7]2[CH:9]=[CH:10][CH:11]=[CH:12][C:6]=2[C:5]([C:13]2[CH:14]=[CH:15][CH:16]=[CH:17][CH:18]=2)=[N:4]1 |f:3.4|. Procedure details: Intermediate B-16 was prepared from benzyl 2-oxo-5-phenyl-2,3-dihydro-1H-benzo[e][1,4]diazepin-3-ylcarbamate and 5-chloro-2-iodopyridine according to the procedure described for Intermediate B-15. RT=2.430 min (H2O/CH3OH with TFA, CHROMOLITH® ODS S5 4.6×50 mm, gradient=3 min, wavelength=220 and 254 nm); MS(ES):m/z=363.12 [M+H+]. The reactants are B, COc1cc2nccc(Oc3ccc(NC(=O)CCOc4ccccc4)cc3)c2cc1OC, Cl, [Na+], C1CCOC1, C1CCOC1, [OH-]. The product is COc1cc2nccc(Oc3ccc(NCCCOc4ccccc4)cc3)c2cc1OC. RXN SMILES: [BH3:39].[CH3:1][O:2][c:3]1[cH:4][c:5]2[c:6]([O:15][c:16]3[cH:17][cH:18][c:19]([NH:22][C:23]([CH2:24][CH2:25][O:26][c:27]4[cH:28][cH:29][cH:30][cH:31][cH:32]4)=[O:33])[cH:20][cH:21]3)[cH:7][cH:8][n:9][c:10]2[cH:11][c:12]1[O:13][CH3:14].[ClH:40].[Na+:42].[O:34]1[CH2:35][CH2:36][CH2:37][CH2:38]1.[O:43]1[CH2:44][CH2:45][CH2:46][CH2:47]1.[OH-:41]>>[CH3:1][O:2][c:3]1[cH:4][c:5]2[c:6]([O:15][c:16]3[cH:17][cH:18][c:19]([NH:22][CH2:23][CH2:24][CH2:25][O:26][c:27]4[cH:28][cH:29][cH:30][cH:31][cH:32]4)[cH:20][cH:21]3)[cH:7][cH:8][n:9][c:10]2[cH:11][c:12]1[O:13][CH3:14]. Starting materials: O=C([O-])[O-], CS(C)=O, FC(F)(Cl)C(F)(Cl)CCI, Cl, N#CC(C#N)CCC(F)(F)F, [K+], [K+]. The product is N#CC(C#N)(CCC(F)(F)F)CCC(F)(Cl)C(F)(F)Cl. As a reaction SMILES: [C:22](=[O:23])([O-:24])[O-:25].[CH3:29][S:30](=[O:31])[CH3:32].[Cl:12][C:13]([C:14]([CH2:15][CH2:16][I:17])([F:18])[Cl:19])([F:20])[F:21].[ClH:28].[F:1][C:2]([CH2:3][CH2:4][CH:5]([C:6]#[N:7])[C:8]#[N:9])([F:10])[F:11].[K+:26].[K+:27]>>[F:1][C:2]([CH2:3][CH2:4][C:5]([C:6]#[N:7])([C:8]#[N:9])[CH2:16][CH2:15][C:14]([C:13]([Cl:12])([F:20])[F:21])([F:18])[Cl:19])([F:10])[F:11]. The reactants are C=CCC1C(Br)C(=O)N1C(C(=O)OC)=C(C)C, ClCCl, CC(=O)O, CCOC(C)=O, [Zn]. The product is C=CCC1CC(=O)N1C(C(=O)OC)=C(C)C. Reaction SMILES: [Br:1][CH:2]1[C:3](=[O:17])[N:4]([C:9]([C:10](=[O:11])[O:12][CH3:13])=[C:14]([CH3:15])[CH3:16])[CH:5]1[CH2:6][CH:7]=[CH2:8].[CH2:22]([Cl:23])[Cl:24].[CH3:18][C:19](=[O:20])[OH:21].[CH3:25][CH2:26][O:27][C:28](=[O:29])[CH3:30].[Zn:31]>>[CH2:2]1[C:3](=[O:17])[N:4]([C:9]([C:10](=[O:11])[O:12][CH3:13])=[C:14]([CH3:15])[CH3:16])[CH:5]1[CH2:6][CH:7]=[CH2:8]. Starting materials: C(O)([O-])=O.[Na+] (sodium hydrogen carbonate), C(C)(=O)NC=1SC(=C(N1)CCC1=CC=C(C=C1)NC(=O)OC(C)(C)C)C(=O)O (2-(acetylamino)-4-(2-{4-[(tert-butoxycarbonyl)amino]phenyl}ethyl)-1,3-thiazole-5-carboxylic acid), CN (methylamine), ON1N=NC2=C1C=CC=C2 (1-hydroxybenzotriazole), Cl.C(C)N=C=NCCCN(C)C (1-ethyl-3-(3-dimethylaminopropyl)carbodiimide hydrochloride). Run in CN(C=O)C (N,N-dimethylformamide), C(C)O (ethanol), ClCCl (dichloromethane). Product: C(C)(=O)NC=1SC(=C(N1)CCC1=CC=C(C=C1)NC(OC(C)(C)C)=O)C(=O)NC (tert-butyl 4-(2-{2-(acetylamino)-5-[(methylamino)carbonyl]-1,3-thiazol-4-yl}ethyl)phenylcarbamate). Isolated yield 112.4%. As a reaction SMILES: [C:1]([NH:4][C:5]1[S:6][C:7]([C:26]([OH:28])=O)=[C:8]([CH2:10][CH2:11][C:12]2[CH:17]=[CH:16][C:15]([NH:18][C:19]([O:21][C:22]([CH3:25])([CH3:24])[CH3:23])=[O:20])=[CH:14][CH:13]=2)[N:9]=1)(=[O:3])[CH3:2].CN.O[N:32]1[C:36]2C=CC=CC=2N=N1.Cl.C(N=C=NCCCN(C)C)C.C(=O)([O-])O.[Na+]>C(O)C.ClCCl.CN(C)C=O>[C:1]([NH:4][C:5]1[S:6][C:7]([C:26]([NH:32][CH3:36])=[O:28])=[C:8]([CH2:10][CH2:11][C:12]2[CH:13]=[CH:14][C:15]([NH:18][C:19](=[O:20])[O:21][C:22]([CH3:24])([CH3:23])[CH3:25])=[CH:16][CH:17]=2)[N:9]=1)(=[O:3])[CH3:2] |f:3.4,5.6|. Procedure details: A mixture of 2-(acetylamino)-4-(2-{4-[(tert-butoxycarbonyl)amino]phenyl}ethyl)-1,3-thiazole-5-carboxylic acid (80 mg), 30% methylamine in ethanol solution (0.02 ml), 1-hydroxybenzotriazole (29.3 mg) and 1-ethyl-3-(3-dimethylaminopropyl)carbodiimide hydrochloride (39.7 mg) in dichloromethane (1 ml) and N,N-dimethylformamide (0.5 ml) was stirred at ambient temperature for 20 hours. The reaction mixture was poured into saturated sodium hydrogen carbonate solution, and extracted with chloroform. The...